Dataset: the Open Reaction Database (ORD), a public repository of structured organic reaction records. Task: describe an organic reaction: reactants, conditions, products, and yield Starting materials: [BH4-], C1COCCO1, CCO, O=[N+]([O-])C=Cc1cc(F)cc(Cl)c1, [Na+]. Yields the product O=[N+]([O-])CCc1cc(F)cc(Cl)c1. Reaction SMILES: [BH4-:1].[CH2:19]1[O:20][CH2:21][CH2:22][O:23][CH2:24]1.[CH3:3][CH2:4][OH:5].[Cl:6][c:7]1[cH:8][c:9]([F:18])[cH:10][c:11]([CH:13]=[CH:14][N+:15](=[O:16])[O-:17])[cH:12]1.[Na+:2]>>[Cl:6][c:7]1[cH:8][c:9]([F:18])[cH:10][c:11]([CH2:13][CH2:14][N+:15](=[O:16])[O-:17])[cH:12]1.